From a dataset of the Open Reaction Database (ORD), a public repository of structured organic reaction records. describe an organic reaction: reactants, conditions, products, and yield Reactants: ( 1 ), ( 3 ), C([O-])(O)=O.[Na+] (Sodium Bicarbonate), N[C@@H](CS)C(=O)O (L-Cysteine), CC(=O)C1=C(C=C(C=C1)O)O (Resacetophenone), ( 4 ). Run in O (Water). Reaction conditions: time 1 hour. The product is OC1=C(C=CC(=C1)O)CCN[C@@H](CS)C(=O)O (N-[(2,4-dihydroxyphenyl)ethyl]cysteine). Reaction SMILES: C(=O)(O)[O-].[Na+].[NH2:6][C@H:7]([C:10]([OH:12])=[O:11])[CH2:8][SH:9].[CH3:13][C:14]([C:16]1[CH:21]=[CH:20][C:19]([OH:22])=[CH:18][C:17]=1[OH:23])=O>O>[OH:23][C:17]1[CH:18]=[C:19]([OH:22])[CH:20]=[CH:21][C:16]=1[CH2:14][CH2:13][NH:6][C@H:7]([C:10]([OH:12])=[O:11])[CH2:8][SH:9] |f:0.1|. Reported procedure: Ingredients. (1) Water 97.3 (2) Sodium Bicarbonate 0.9 (3) L-Cysteine 1.2 (4) Resacetophenone 1.5. Procedure. Mix (1) to (3). Heat to 70 to 80 C. Add (4). An instantaneous reaction occurs and a clear yellow solution is obtained. The mixing and heating is continued for 1 hour, and then hydrogenated over Pt catalyst. After filtration of catalyst, solution of N-[(2,4-dihydroxyphenyl)ethyl]cysteine Sodium in water is thus obtained, pH 8.5. Water is evaporated to ⅓ in volume and the solution allowed ... Starting materials: [Cl-], OCc1[nH]ccc1Cc1cccc(F)c1, CC(C)C(Nc1ccc(C(F)(F)F)cc1F)C(=O)O. Product: CC(C)C(Nc1ccc(C(F)(F)F)cc1F)C(=O)OCc1[nH]ccc1Cc1cccc(F)c1. As a reaction SMILES: [Cl-:1].[F:21][c:22]1[cH:23][c:24]([CH2:25][c:26]2[c:27]([CH2:31][OH:32])[nH:28][cH:29][cH:30]2)[cH:33][cH:34][cH:35]1.[F:2][c:3]1[c:4]([NH:13][CH:14]([C:15](=[O:16])[OH:17])[CH:18]([CH3:19])[CH3:20])[cH:5][cH:6][c:7]([C:9]([F:10])([F:11])[F:12])[cH:8]1>>[F:2][c:3]1[c:4]([NH:13][CH:14]([C:15](=[O:16])[O:17][CH2:31][c:27]2[c:26]([CH2:25][c:24]3[cH:23][c:22]([F:21])[cH:35][cH:34][cH:33]3)[cH:30][cH:29][nH:28]2)[CH:18]([CH3:19])[CH3:20])[cH:5][cH:6][c:7]([C:9]([F:10])([F:11])[F:12])[cH:8]1. The reactants are CCCCc1nc(CC)c(Br)c(=O)n1Cc1ccc(-c2ccccc2C#N)cc1, O=C([O-])[O-], C1COCCO1, CC1Cc2cc(B(O)O)ccc2O1, CCOC(C)=O, [Cs+], [Cs+]. Yields the product CCCCc1nc(CC)c(-c2ccc3c(c2)CC(C)O3)c(=O)n1Cc1ccc(-c2ccccc2C#N)cc1. As a reaction SMILES: [Br:1][c:2]1[c:3]([CH2:28][CH3:29])[n:4][c:5]([CH2:24][CH2:25][CH2:26][CH3:27])[n:6]([CH2:9][c:10]2[cH:11][cH:12][c:13](-[c:16]3[c:17]([C:22]#[N:23])[cH:18][cH:19][cH:20][cH:21]3)[cH:14][cH:15]2)[c:7]1=[O:8].[C:43](=[O:44])([O-:45])[O-:46].[CH2:49]1[O:50][CH2:51][CH2:52][O:53][CH2:54]1.[CH3:30][CH:31]1[O:32][c:33]2[c:34]([cH:36][c:37]([B:40]([OH:41])[OH:42])[cH:38][cH:39]2)[CH2:35]1.[CH3:55][CH2:56][O:57][C:58](=[O:59])[CH3:60].[Cs+:47].[Cs+:48]>>[c:2]1(-[c:37]2[cH:36][c:34]3[c:33]([cH:39][cH:38]2)[O:32][CH:31]([CH3:30])[CH2:35]3)[c:3]([CH2:28][CH3:29])[n:4][c:5]([CH2:24][CH2:25][CH2:26][CH3:27])[n:6]([CH2:9][c:10]2[cH:11][cH:12][c:13](-[c:16]3[c:17]([C:22]#[N:23])[cH:18][cH:19][cH:20][cH:21]3)[cH:14][cH:15]2)[c:7]1=[O:8]. Starting materials: [Li]CCCC, CCCCCC, CC(C)[Si](Oc1ccc(Cl)cc1Cl)(C(C)C)C(C)C, CCOC(=O)Cl, C1CCOC1. Product: CCOC(=O)c1c(Cl)ccc(O[Si](C(C)C)(C(C)C)C(C)C)c1Cl. Reaction SMILES: [CH2:20]([Li:21])[CH2:22][CH2:23][CH3:24].[CH3:25][CH2:26][CH2:27][CH2:28][CH2:29][CH3:30].[Cl:1][c:2]1[cH:3][c:4]([Cl:19])[c:5]([O:8][Si:9]([CH:10]([CH3:11])[CH3:12])([CH:13]([CH3:14])[CH3:15])[CH:16]([CH3:17])[CH3:18])[cH:6][cH:7]1.[Cl:31][C:32](=[O:33])[O:34][CH2:35][CH3:36].[O:37]1[CH2:38][CH2:39][CH2:40][CH2:41]1>>[Cl:1][c:2]1[c:3]([C:32](=[O:33])[O:34][CH2:35][CH3:36])[c:4]([Cl:19])[c:5]([O:8][Si:9]([CH:10]([CH3:11])[CH3:12])([CH:13]([CH3:14])[CH3:15])[CH:16]([CH3:17])[CH3:18])[cH:6][cH:7]1. The reactants are NC1=NOC2=C1C=C(C=C2)N2N=C(C=C2C(=O)OCC)C (ethyl 1-(3-aminobenzisoxazole-5-yl)-3-methyl-5-pyrazole carboxylate), [OH-].[Na+] (NaOH). The solvent is C1CCOC1 (THF). Conditions: temperature 60 celsius, time 2 hour. Yields the product NC1=NOC2=C1C=C(C=C2)N2N=C(C=C2C(=O)O)C (1-(3-aminobenzisoxazole-5-yl)-3-methyl-5-pyrazole carboxylic acid). Yield: 87.1%. Reaction SMILES: [NH2:1][C:2]1[C:6]2[CH:7]=[C:8]([N:11]3[C:15]([C:16]([O:18]CC)=[O:17])=[CH:14][C:13]([CH3:21])=[N:12]3)[CH:9]=[CH:10][C:5]=2[O:4][N:3]=1.[OH-].[Na+]>C1COCC1>[NH2:1][C:2]1[C:6]2[CH:7]=[C:8]([N:11]3[C:15]([C:16]([OH:18])=[O:17])=[CH:14][C:13]([CH3:21])=[N:12]3)[CH:9]=[CH:10][C:5]=2[O:4][N:3]=1 |f:1.2|. Procedure: To a solution of ethyl 1-(3-aminobenzisoxazole-5-yl)-3-methyl-5-pyrazole carboxylate (0.14 g) in THF (5 mL) was added NaOH (10% in water, 5 mL). The reaction was stirred at 60° C. for 2 h, THF was evaporated, HCl (10% in water) was added dropwisely until the pH was between 4-5, partitioned between ethylacetate and water, washed with brine, dried over sodium sulfate, filtered and concentrated to give 1-(3-aminobenzisoxazole-5-yl)-3-methyl-5-pyrazole carboxylic acid (0.11 g). ESI mass spectrum z (... The reactants are [H-].[Na+] (sodium hydride), BrC1=CC=C(C=C1)O (4-bromophenol), ClC(C1=CC=CC=C1)Cl (α,α-Dichlorotoluene). The solvent is CN1C(CCC1)=O (1-methyl-2-pyrrolidinone). Reaction conditions: time 90 minute. The product is C1(=CC=CC=C1)C(OC1=CC=C(C=C1)Br)OC1=CC=C(C=C1)Br (4,4′-((phenylmethylene)bis(oxy))bis(bromobenzene)). The yield is 100.0%. As a reaction SMILES: [Br:1][C:2]1[CH:7]=[CH:6][C:5]([OH:8])=[CH:4][CH:3]=1.[H-].[Na+].Cl[CH:12](Cl)[C:13]1[CH:18]=[CH:17][CH:16]=[CH:15][CH:14]=1>CN1CCCC1=O>[C:13]1([CH:12]([O:8][C:5]2[CH:6]=[CH:7][C:2]([Br:1])=[CH:3][CH:4]=2)[O:8][C:5]2[CH:6]=[CH:7][C:2]([Br:1])=[CH:3][CH:4]=2)[CH:18]=[CH:17][CH:16]=[CH:15][CH:14]=1 |f:1.2|. Procedure: Inside a nitrogen purged glove box, to a solution of 4-bromophenol (12.0 grams, 69.4 millimoles, 2.5 equivalents) dissolved in anhydrous 1-methyl-2-pyrrolidinone (100 milliliters), was added 95% sodium hydride (1.82 grams, 72.1 millimoles, 2.6 equivalents) in small portions over a 30 minute period. The reaction was stirred for an additional 90 minutes at room temperature. α,α-Dichlorotoluene (4.13 milliliters, 27.7 millimoles, 1.0 equivalent) was added and the reaction was heated to 70° C. overn...